This data is from the Open Reaction Database (ORD), a public repository of structured organic reaction records. The task is: describe an organic reaction: reactants, conditions, products, and yield Reactants: [H][H] (hydrogen), NC1=C(C=C(C=O)C=C1)[N+](=O)[O-] (4-amino-3-nitrobenzaldehyde). Reagents/catalysts: [Ni] (Raney-nickel). Solvent: CO (methanol). Yields the product NC=1C=C(C=CC1N)CO (3,4-diaminobenzenemethanol). RXN SMILES: [NH2:1][C:2]1[CH:9]=[CH:8][C:5]([CH:6]=[O:7])=[CH:4][C:3]=1[N+:10]([O-])=O.[H][H]>[Ni].CO>[NH2:10][C:3]1[CH:4]=[C:5]([CH2:6][OH:7])[CH:8]=[CH:9][C:2]=1[NH2:1]. Procedure: A mixture of 8.3 parts of 4-amino-3-nitrobenzaldehyde in 200 parts of methanol is hydrogenated at normal pressure and at room temperature with 5 parts of Raney-nickel catalyst. After the calculated amount of hydrogen is taken up, the catalyst is filtered off and the filtrate is evaporated, yielding 8.5 parts of 3,4-diaminobenzenemethanol as an oily residue. The reactants are C(C)OC(=O)C=1N=CC=2NC=3CCCCC3C2C1COC (5,6,7,8-tetrahydro-4-methoxymethyl-betacarboline-3-carboxylic acid ethyl ester), [OH-].[K+] (potassium hydroxide), C(C)(=O)O (acetic acid). Run in C(C)O (ethanol). Product: COCC1=C(N=CC=2NC=3CCCCC3C12)C(=O)O (5,6,7,8-tetrahydro-4-methoxymethyl-beta-carboline-3carboxylic acid). Isolated yield 96.3%. As a reaction SMILES: C([O:3][C:4]([C:6]1[N:7]=[CH:8][C:9]2[NH:10][C:11]3[CH2:12][CH2:13][CH2:14][CH2:15][C:16]=3[C:17]=2[C:18]=1[CH2:19][O:20][CH3:21])=[O:5])C.[OH-].[K+].C(O)(=O)C>C(O)C>[CH3:21][O:20][CH2:19][C:18]1[C:17]2[C:16]3[CH2:15][CH2:14][CH2:13][CH2:12][C:11]=3[NH:10][C:9]=2[CH:8]=[N:7][C:6]=1[C:4]([OH:5])=[O:3] |f:1.2|. Procedure: 1.15 g of 5,6,7,8-tetrahydro-4-methoxymethyl-betacarboline-3-carboxylic acid ethyl ester is refluxed in 45 ml of ethanol with 5 ml of 2N aqueous potassium hydroxide solution for 2 hours. After cooling, it is acidified with glacial acetic acid. The precipitated product is suctioned off; the mother liquor is concentrated to approximately 30 ml. The precipitated product is again suctioned off. 1 g of 5,6,7,8-tetrahydro-4-methoxymethyl-beta-carboline-3carboxylic acid with a melting point greater tha...